From a dataset of the Open Reaction Database (ORD), a public repository of structured organic reaction records. describe an organic reaction: reactants, conditions, products, and yield Starting materials: Cl.ClC=1C=C(C=CC1)N1N=C(C=C1CN)C(F)(F)F ((1-(3-chlorophenyl)-3-(trifluoromethyl)-1H-pyrazol-5-yl)methanamine hydrochloride), TEA, OCC(CO)(C)C1=C(C=C(C=C1)NC(OC1=CC=CC=C1)=O)F (phenyl 4-(1,3-dihydroxy-2-methylpropan-2-yl)-3-fluorophenylcarbamate). Run in CN(C)C=O (DMF). Conditions: temperature 50 celsius, time 16 hour. Yields the product ClC=1C=C(C=CC1)N1N=C(C=C1CNC(=O)NC1=CC(=C(C=C1)C(CO)(CO)C)F)C(F)(F)F (1-((1-(3-chlorophenyl)-3-(trifluoromethyl)-1H-pyrazol-5-yl)methyl)-3-(4-(1,3-dihydroxy-2-methylpropan-2-yl)-3-fluorophenyl)urea). Yield: 54.7%. RXN SMILES: Cl.[Cl:2][C:3]1[CH:4]=[C:5]([N:9]2[C:13]([CH2:14][NH2:15])=[CH:12][C:11]([C:16]([F:19])([F:18])[F:17])=[N:10]2)[CH:6]=[CH:7][CH:8]=1.[OH:20][CH2:21][C:22]([C:26]1[CH:31]=[CH:30][C:29]([NH:32][C:33](=O)[O:34]C2C=CC=CC=2)=[CH:28][C:27]=1[F:42])([CH3:25])[CH2:23][OH:24]>CN(C=O)C>[Cl:2][C:3]1[CH:4]=[C:5]([N:9]2[C:13]([CH2:14][NH:15][C:33]([NH:32][C:29]3[CH:30]=[CH:31][C:26]([C:22]([CH3:25])([CH2:21][OH:20])[CH2:23][OH:24])=[C:27]([F:42])[CH:28]=3)=[O:34])=[CH:12][C:11]([C:16]([F:17])([F:18])[F:19])=[N:10]2)[CH:6]=[CH:7][CH:8]=1 |f:0.1|. Reported procedure: To a stirred solution of (1-(3-chlorophenyl)-3-(trifluoromethyl)-1H-pyrazol-5-yl)methanamine hydrochloride (195 mg, 0.62 mmol, 1.0 eq) in DMF (10 mL) was added TEA (190 mg, 1.24 mmol, 2.0 eq) followed by phenyl 4-(1,3-dihydroxy-2-methylpropan-2-yl)-3-fluorophenylcarbamate (200 mg, 0.62 mmol, 1.0 eq) at RT and the mixture was stirred for 16 h at 50° C. The reaction mixture was concentrated under vacuum and the residue purified by neutral alumina column chromatography using MeOH/CHCl3 (0.5:9.5) as... The reactants are C=CCNCC=C, O=C1c2c(Cl)cccc2-n2cnc(-c3nc(CCl)cs3)c2C2CCCN12, C1CCOC1. Yields the product C=CCN(CC=C)Cc1csc(-c2ncn3c2C2CCCN2C(=O)c2c(Cl)cccc2-3)n1. As a reaction SMILES: [CH2:27]([CH:28]=[CH2:29])[NH:30][CH2:31][CH:32]=[CH2:33].[Cl:1][c:2]1[cH:3][cH:4][cH:5][c:6]2[c:7]1[C:8](=[O:26])[N:9]1[CH:10]([c:11]3[n:12]-2[cH:13][n:14][c:15]3-[c:16]2[s:17][cH:18][c:19]([CH2:21][Cl:22])[n:20]2)[CH2:23][CH2:24][CH2:25]1.[O:34]1[CH2:35][CH2:36][CH2:37][CH2:38]1>>[Cl:1][c:2]1[cH:3][cH:4][cH:5][c:6]2[c:7]1[C:8](=[O:26])[N:9]1[CH:10]([c:11]3[n:12]-2[cH:13][n:14][c:15]3-[c:16]2[s:17][cH:18][c:19]([CH2:21][N:30]([CH2:27][CH:28]=[CH2:29])[CH2:31][CH:32]=[CH2:33])[n:20]2)[CH2:23][CH2:24][CH2:25]1. Starting materials: Cl (HCl), C(C)(C)[C@H]1N=C([C@@H](N=C1OC)CCC1=C(C=CC=C1)C=1N=CN(C1)C(C1=CC=CC=C1)(C1=CC=CC=C1)C1=CC=CC=C1)OC ((2R,5S)-2-isopropyl-3,6-dimethoxy-5-(2-(1-trityl-1H-imidazol-4-yl)phenethyl)-2,5-dihydropyrazine), O[Li].O (LiOH.H2O). Run in C(C)O (ethanol). Reaction conditions: temperature 70 celsius, time 18 hour. Product: N1C=NC(=C1)C1=C(C=CC=C1)CC[C@@H](C(=O)[O-])N.[Li+] (Lithium (S)-4-(2-(1H-imidazol-4-yl)phenyl)-2-aminobutanoate). Isolated yield 82.2%. As a reaction SMILES: C([C@@H]1C(OC)=[N:8][C@@H:7]([CH2:12][CH2:13][C:14]2[CH:19]=[CH:18][CH:17]=[CH:16][C:15]=2[C:20]2[N:21]=[CH:22][N:23](C(C3C=CC=CC=3)(C3C=CC=CC=3)C3C=CC=CC=3)[CH:24]=2)[C:6]([O:44]C)=N1)(C)C.Cl.[OH:47][Li:48].O>C(O)C>[NH:23]1[CH:24]=[C:20]([C:15]2[CH:16]=[CH:17][CH:18]=[CH:19][C:14]=2[CH2:13][CH2:12][C@H:7]([NH2:8])[C:6]([O-:44])=[O:47])[N:21]=[CH:22]1.[Li+:48] |f:2.3,5.6|. Procedure: (2R,5S)-2-isopropyl-3,6-dimethoxy-5-(2-(1-trityl-1H-imidazol-4-yl)phenethyl)-2,5-dihydropyrazine (87 mg, 0.146 mmol) was dissolved in ethanol (3 mL) and concentrated HCl (few drops) was added. The mixture was heated at 70° C. for 2 h and concentrated. The residue was taken up in MeOH/water (3:1, 4 mL) and LiOH.H2O (6 mg, 0.146 mmol) was added. The mixture was stirred at room temperature for 18 h and concentrated. The crude product was washed with dichloromethane, hexanes, suspended in methanol a... Reactants: [Cr](=O)(=O)([O-])O[Cr](=O)(=O)[O-].[NH+]1=CC=CC=C1.[NH+]1=CC=CC=C1 (Pyridinium dichromate), C(Cl)Cl (methylene chloride), CC=1C(=C(CO)C(=CC1)C)[Si](C1=CC=CC=C1)(C)C (3,6-dimethyl 2-(dimethylphenylsilyl)-benzyl alcohol). Run in C(C)OCC (diethyl ether). Reaction conditions: time 24 hour. Yields the product CC=1C(=C(C=O)C(=CC1)C)[Si](C1=CC=CC=C1)(C)C (3,6-dimethyl-2-(dimethylphenylsilyl)benzaldehyde). RXN SMILES: [Cr](O[Cr]([O-])(=O)=O)([O-])(=O)=O.[NH+]1C=CC=CC=1.[NH+]1C=CC=CC=1.C(Cl)Cl.[CH3:25][C:26]1[C:27]([Si:35]([CH3:43])([CH3:42])[C:36]2[CH:41]=[CH:40][CH:39]=[CH:38][CH:37]=2)=[C:28]([C:31]([CH3:34])=[CH:32][CH:33]=1)[CH2:29][OH:30]>C(OCC)C>[CH3:25][C:26]1[C:27]([Si:35]([CH3:43])([CH3:42])[C:36]2[CH:41]=[CH:40][CH:39]=[CH:38][CH:37]=2)=[C:28]([C:31]([CH3:34])=[CH:32][CH:33]=1)[CH:29]=[O:30] |f:0.1.2|. Procedure details: Pyridinium dichromate (9.24 g, 1.8 equivalents) was added to a methylene chloride solution of the benzyl alcohol product of step (q), above, at room temperature. The reaction was stirred for 24 hours, then diluted with diethyl ether and filtered. The filtrate was concentrated on a rotary evaporator and the residual oil was taken up in MTBE and washed with 2N hydrochloric acid, aqueous NaHCO3, brine, treated with charcoal, dried and concentrated on a rotary evaporator to give the product of this ...